Dataset: the Open Reaction Database (ORD), a public repository of structured organic reaction records. Task: describe an organic reaction: reactants, conditions, products, and yield Reactants: CI, CO, CNC(=S)NC1CCC(N(C)C)CC1, [Cl-], Cl, O. Yields the product CN=C(NC1CCC(N(C)C)CC1)SC, Cl. As a reaction SMILES: [CH3:15][I:16].[CH3:19][OH:20].[CH3:1][N:2]([CH:3]1[CH2:4][CH2:5][CH:6]([NH:9][C:10](=[S:11])[NH:12][CH3:13])[CH2:7][CH2:8]1)[CH3:14].[Cl-:21].[ClH:18].[OH2:17]>>[CH3:1][N:2]([CH:3]1[CH2:4][CH2:5][CH:6]([NH:9][C:10]([S:11][CH3:15])=[N:12][CH3:13])[CH2:7][CH2:8]1)[CH3:14].[ClH:18]. Reactants: O (water), N(CCC(=O)N[C@@H](COCC1=CC=CC=C1)C(=O)N[C@@H](CC(N)=O)C(=O)N[C@@H](CC(C)C)C(=O)OCC)C(=O)OC(C)(C)C (Boc-β-Ala-Ser(Bzl)-Asn-Leu-OEt), CN(C)C=O (DMF), NN.O (NH2NH2.H2O). Run in CO (methanol). Reaction conditions: time 8 hour. The product is N(CCC(=O)N[C@@H](COCC1=CC=CC=C1)C(=O)N[C@@H](CC(N)=O)C(=O)N[C@@H](CC(C)C)C(=O)NN)C(=O)OC(C)(C)C (Boc-β-Ala-Ser(Bzl)-Asn-Leu-NHNH2). Yield: 58.7%. Reaction SMILES: [NH:1]([C:38]([O:40][C:41]([CH3:44])([CH3:43])[CH3:42])=[O:39])[CH2:2][CH2:3][C:4]([NH:6][C@H:7]([C:17]([NH:19][C@H:20]([C:25]([NH:27][C@H:28]([C:33]([O:35]CC)=O)[CH2:29][CH:30]([CH3:32])[CH3:31])=[O:26])[CH2:21][C:22](=[O:24])[NH2:23])=[O:18])[CH2:8][O:9][CH2:10][C:11]1[CH:16]=[CH:15][CH:14]=[CH:13][CH:12]=1)=[O:5].[NH2:45][NH2:46].O.CN(C=O)C.O>CO>[NH:1]([C:38]([O:40][C:41]([CH3:44])([CH3:43])[CH3:42])=[O:39])[CH2:2][CH2:3][C:4]([NH:6][C@H:7]([C:17]([NH:19][C@H:20]([C:25]([NH:27][C@H:28]([C:33]([NH:45][NH2:46])=[O:35])[CH2:29][CH:30]([CH3:32])[CH3:31])=[O:26])[CH2:21][C:22](=[O:24])[NH2:23])=[O:18])[CH2:8][O:9][CH2:10][C:11]1[CH:12]=[CH:13][CH:14]=[CH:15][CH:16]=1)=[O:5] |f:1.2|. Procedure: 3 Grams of Boc-β-Ala-Ser(Bzl)-Asn-Leu-OEt was dissolved in 20 ml of methanol, then to this solution was added 2.4 ml of NH2NH2.H2O and the mixture was stirred overnight, further 20 ml of DMF was added to the reaction mixture and the precipitate formed was dissolved, and was stirred overnight. The reaction mixture was concentrated under reduced pressure, to the residue thus obtained was added 15 ml of water, and the precipitate formed was collected by filtration and recrystallized twice from etha... The reactants are COC(=O)C(C)(C)COC(c1ccccc1)(c1ccccc1)c1ccccc1, CCOC(C)=O, [K+], [OH-], OCCO. Product: CC(C)(COC(c1ccccc1)(c1ccccc1)c1ccccc1)C(=O)O. RXN SMILES: [CH3:1][C:2]([C:3](=[O:4])[O:5][CH3:6])([CH2:7][O:8][C:9]([c:10]1[cH:11][cH:12][cH:13][cH:14][cH:15]1)([c:16]1[cH:17][cH:18][cH:19][cH:20][cH:21]1)[c:22]1[cH:23][cH:24][cH:25][cH:26][cH:27]1)[CH3:28].[CH3:35][CH2:36][O:37][C:38](=[O:39])[CH3:40].[K+:30].[OH-:29].[OH:31][CH2:32][CH2:33][OH:34]>>[CH3:1][C:2]([C:3](=[O:4])[OH:5])([CH2:7][O:8][C:9]([c:10]1[cH:11][cH:12][cH:13][cH:14][cH:15]1)([c:16]1[cH:17][cH:18][cH:19][cH:20][cH:21]1)[c:22]1[cH:23][cH:24][cH:25][cH:26][cH:27]1)[CH3:28]. Yields the product NC(=O)C(N)Cc1ccc(I)cc1. Starting materials: CC(C)(C)OC(=O)NC(=O)C(N)Cc1ccc(I)cc1, ClCCl, O=C(O)C(F)(F)F. RXN SMILES: [C:1]([O:2][C:3](=[O:4])[NH:8][C:9]([CH:10]([NH2:11])[CH2:12][c:13]1[cH:14][cH:15][c:16]([I:19])[cH:17][cH:18]1)=[O:20])([CH3:5])([CH3:6])[CH3:7].[Cl:28][CH2:29][Cl:30].[F:21][C:22]([F:23])([F:24])[C:25]([OH:26])=[O:27]>>[NH2:8][C:9]([CH:10]([NH2:11])[CH2:12][c:13]1[cH:14][cH:15][c:16]([I:19])[cH:17][cH:18]1)=[O:20]. Starting materials: [BH4-], CCOC(=O)NC(CN)c1cccc(C(F)(F)F)c1, CCO, COc1ccc(C=O)cc1, [Na+]. The product is CCOC(=O)NC(CNCc1ccc(OC)cc1)c1cccc(C(F)(F)F)c1. Reaction SMILES: [BH4-:30].[CH2:1]([CH3:2])[O:3][C:4]([NH:5][CH:6]([CH2:7][NH2:8])[c:9]1[cH:10][c:11]([C:15]([F:16])([F:17])[F:18])[cH:12][cH:13][cH:14]1)=[O:19].[CH3:32][CH2:33][OH:34].[CH:20]([c:21]1[cH:22][cH:23][c:24]([O:27][CH3:28])[cH:25][cH:26]1)=[O:29].[Na+:31]>>[CH2:1]([CH3:2])[O:3][C:4]([NH:5][CH:6]([CH2:7][NH:8][CH2:20][c:21]1[cH:22][cH:23][c:24]([O:27][CH3:28])[cH:25][cH:26]1)[c:9]1[cH:10][c:11]([C:15]([F:16])([F:17])[F:18])[cH:12][cH:13][cH:14]1)=[O:19]. The reactants are BrC=1C=C(C=C(C1)OC(F)(F)F)C1=CC(=NN1C1=NC(=CC=C1)Cl)C(=O)O (5-(3-Bromo-5-trifluoromethoxyphenyl)-1-(6-chloropyridin-2-yl)-1H-pyrazole-3-carboxylic acid), ClC=1C=C(C=C(C1)F)C1=CC(=NN1C1=NC=CC=C1)C(=O)N1CNC(C1)=O (1-{[5-(3-Chloro-5-fluorophenyl)-1-(pyridin-2-yl)-1H-pyrazol-3-yl]carbonyl}imidazolidin-4-one), Cl.N1C(NC=C1)=O (4-imidazolinone-hydrochloride). Product: BrC=1C=C(C=C(C1)OC(F)(F)F)C1=CC(=NN1C1=NC(=CC=C1)Cl)C(=O)N1CNC(C1)=O (1-({5-[3-Bromo-5-(trifluoromethoxy)phenyl]-(6-chloropyridin-2-yl)-1H-pyrazol-3-yl}carbonyl)imidazolidin-4-one). Reaction SMILES: [Br:1][C:2]1[CH:3]=[C:4]([C:13]2[N:17]([C:18]3[CH:23]=[CH:22][CH:21]=[C:20]([Cl:24])[N:19]=3)[N:16]=[C:15]([C:25](O)=[O:26])[CH:14]=2)[CH:5]=[C:6]([O:8][C:9]([F:12])([F:11])[F:10])[CH:7]=1.ClC1C=C(C2N(C3C=CC=CN=3)N=C(C([N:49]3[CH2:53][C:52](=[O:54])[NH:51][CH2:50]3)=O)C=2)C=C(F)C=1.Cl.N1C=CNC1=O>>[Br:1][C:2]1[CH:3]=[C:4]([C:13]2[N:17]([C:18]3[CH:23]=[CH:22][CH:21]=[C:20]([Cl:24])[N:19]=3)[N:16]=[C:15]([C:25]([N:49]3[CH2:53][C:52](=[O:54])[NH:51][CH2:50]3)=[O:26])[CH:14]=2)[CH:5]=[C:6]([O:8][C:9]([F:11])([F:10])[F:12])[CH:7]=1 |f:2.3|. Procedure details: 75 mg (0.16 mmol) of the compound of Example 38A is reacted analogously to the synthesis of the compound of Example 1 with 22 mg (0.18 mmol) of 4-imidazolinone-hydrochloride. 65 mg (75% of theory) of the title compound is obtained. Reactants: BrC=1C=C(C=CC1OCC1=NC2=CC=CC=C2C=C1)CC(=O)OC (Methyl 2-[3-bromo-4-(quinolin-2-yl-methoxy)phenyl]acetate), [OH-].[Na+] (sodium hydroxide). Product: BrC=1C=C(C=CC1OCC1=NC2=CC=CC=C2C=C1)CC(=O)O (2-[3-Bromo-4-(quinolin-2-yl-methoxy)phenyl]acetic acid). As a reaction SMILES: [Br:1][C:2]1[CH:3]=[C:4]([CH2:20][C:21]([O:23]C)=[O:22])[CH:5]=[CH:6][C:7]=1[O:8][CH2:9][C:10]1[CH:19]=[CH:18][C:17]2[C:12](=[CH:13][CH:14]=[CH:15][CH:16]=2)[N:11]=1.[OH-].[Na+]>>[Br:1][C:2]1[CH:3]=[C:4]([CH2:20][C:21]([OH:23])=[O:22])[CH:5]=[CH:6][C:7]=1[O:8][CH2:9][C:10]1[CH:19]=[CH:18][C:17]2[C:12](=[CH:13][CH:14]=[CH:15][CH:16]=2)[N:11]=1 |f:1.2|. Reported procedure: In analogy to the procedure of Example XV, the title compound is prepared from 3 g (7.77 mmol) of the compound from Example XX and 12 ml of 1N sodium hydroxide solution (12 mmol). Starting materials: N,N-Dicyclohexylcarbodiimide, solution, IC1=CC2=C(NC(=NS2(=O)=O)CC(=O)O)C=C1 ((7-iodo-1,1-dioxo-1,4-dihydro-1λ6-benzo[1,2,4]thiadiazin-3-yl)-acetic acid), C(C=C)OC(=O)C=1N(C=CC1)NCC1=CC=C(C=C1)F (1-(4-fluoro-benzylamino)-1H-pyrrole-2-carboxylic acid allyl ester), solution, [O-]CC.[Na+] (sodium ethoxide), C(C)O (ethanol). Run in ClCCl (dichloromethane), ClCCl (dichloromethane), CN(C=O)C (N,N-dimethylformamide), CO (methanol). Run at temperature 25 celsius, time 2.5 hour. Yields the product FC1=CC=C(CN2N3C(C(=C(C2=O)C2=NS(C4=C(N2)C=CC(=C4)I)(=O)=O)O)=CC=C3)C=C1 (1-(4-fluoro-benzyl)-4-hydroxy-3-(7-iodo-1,1-dioxo-1,4-dihydro-1λ6-benzo[1,2,4]thiadiazin-3-yl)-pyrrolo[1,2-b]pyridazin-2-one). Yield: 64.0%. As a reaction SMILES: [I:1][C:2]1[CH:17]=[CH:16][C:5]2[NH:6][C:7]([CH2:12][C:13](O)=[O:14])=[N:8][S:9](=[O:11])(=[O:10])[C:4]=2[CH:3]=1.C([O:21][C:22]([C:24]1[N:25]([NH:29][CH2:30][C:31]2[CH:36]=[CH:35][C:34]([F:37])=[CH:33][CH:32]=2)[CH:26]=[CH:27][CH:28]=1)=O)C=C.[O-]CC.[Na+].C(O)C>ClCCl.CO.CN(C)C=O>[F:37][C:34]1[CH:33]=[CH:32][C:31]([CH2:30][N:29]2[C:13](=[O:14])[C:12]([C:7]3[NH:6][C:5]4[CH:16]=[CH:17][C:2]([I:1])=[CH:3][C:4]=4[S:9](=[O:11])(=[O:10])[N:8]=3)=[C:22]([OH:21])[C:24]3=[CH:28][CH:27]=[CH:26][N:25]23)=[CH:36][CH:35]=1 |f:2.3|. Procedure details: N,N-Dicyclohexylcarbodiimide (4.33 mL of a 1.0 M solution in dichloromethane, 4.33 mmol) was added to a solution of (7-iodo-1,1-dioxo-1,4-dihydro-1λ6-benzo[1,2,4]thiadiazin-3-yl)-acetic acid (Example 4b, 1.58 g, 4.32 mmol) and 1-(4-fluoro-benzylamino)-1H-pyrrole-2-carboxylic acid allyl ester (Example 9a, 1.08 g, 3.94 mmol) in a 4:1 mixture of dichloromethane and N,N-dimethylformamide (25 mL) at 25° C. The reaction mixture was stirred at 25° C. for 2.5 h then was filtered. The filtrate was concen... The reactants are Br, [Cu]Br, O=N[O-], Nc1ccc2c(c1)C(=O)OC2, [Na+], O. Product: O=C1OCc2ccc(Br)cc21. Reaction SMILES: [BrH:16].[Cu:18][Br:19].[N:12]([O-:13])=[O:14].[NH2:1][c:2]1[cH:3][cH:4][c:5]2[c:9]([cH:10]1)[C:8](=[O:11])[O:7][CH2:6]2.[Na+:15].[OH2:17]>>[c:2]1([Br:16])[cH:3][cH:4][c:5]2[c:9]([cH:10]1)[C:8](=[O:11])[O:7][CH2:6]2.